From a dataset of the Open Reaction Database (ORD), a public repository of structured organic reaction records. describe an organic reaction: reactants, conditions, products, and yield Reactants: CC1=C(C(=C2C(=N1)SC1=C2CCC1)C1=CC=C(C=C1)C)CC(=O)OC (methyl [2-methyl-4-p-tolyl-6,7-dihydro-5H-cyclopenta[4,5]thieno[2,3-b]pyridin-3yl]acetate), [Li+].C[Si](C)(C)[N-][Si](C)(C)C (LHMDS), C1CCOC1 (THF), BrCOC (bromomethylmethylether). The solvent is CN(C)C=O (DMF). Product: CC1=C(C(=C2C(=N1)SC1=C2CCC1)C1=CC=C(C=C1)C)C(C(=O)OC)COC (methyl 2-[2-Methyl-4-(p-tolyl)-6,7-dihydro-5H-cyclopenta[4,5]thieno[2,3-b]pyridin-3-yl]-3-methoxypropanoate). The yield is 77.6%. RXN SMILES: [CH3:1][C:2]1[N:7]=[C:6]2[S:8][C:9]3[CH2:13][CH2:12][CH2:11][C:10]=3[C:5]2=[C:4]([C:14]2[CH:19]=[CH:18][C:17]([CH3:20])=[CH:16][CH:15]=2)[C:3]=1[CH2:21][C:22]([O:24][CH3:25])=[O:23].[Li+].C[Si]([N-][Si](C)(C)C)(C)C.C1[CH2:40][O:39][CH2:38]C1.BrCOC>CN(C=O)C>[CH3:1][C:2]1[N:7]=[C:6]2[S:8][C:9]3[CH2:13][CH2:12][CH2:11][C:10]=3[C:5]2=[C:4]([C:14]2[CH:19]=[CH:18][C:17]([CH3:20])=[CH:16][CH:15]=2)[C:3]=1[CH:21]([CH2:38][O:39][CH3:40])[C:22]([O:24][CH3:25])=[O:23] |f:1.2|. Procedure: This compound was prepared according to the procedure C from methyl [2-methyl-4-p-tolyl-6,7-dihydro-5H-cyclopenta[4,5]thieno[2,3-b]pyridin-3yl]acetate (0.351 g; 1 mmol), LHMDS 1N in THF (1.1 mL; 1.1 mmol), 1 bromomethylmethylether (0.122 mL; 1.5 mmol) in DMF (4 mL) for 18 h. Purification by flash chromatography on silica gel using a gradient of ethyl acetate (3-30%) in heptane furnished 0.307 g (77%) of the title compound as a colorless oil. Reactants: FC1=CC=C(C(=O)C2=C3C=CC=C(C3=CC=C2)C2=CC=C(C=3NC4=CC(=CC=C4C23)C(=O)N2CCN(CC2)C)C(=O)N)C=C1 (4-(5-(4-fluorobenzoyl)naphthalen-1-yl)-7-(4-methylpiperazine-1-carbonyl)-9H-carbazole-1-carboxamide), [BH4-].[Na+] (sodium borohydride). Reagents/catalysts: Cl (hydrochloric acid). The solvent is C(C)O (ethanol). Conditions: time 90 minute. Yields the product C1(=CC=CC=2C3=CC=CC=C3NC12)C(=O)N (9H-carbazole-1-carboxamide). Reaction SMILES: FC1C=CC(C(C2C=CC=C3C=2C=CC=C3[C:18]2[C:30]3[C:29]4[C:24](=[CH:25][C:26](C(N5CCN(C)CC5)=O)=[CH:27][CH:28]=4)[NH:23][C:22]=3[C:21]([C:40]([NH2:42])=[O:41])=[CH:20][CH:19]=2)=O)=CC=1.[BH4-].[Na+]>C(O)C.Cl>[C:21]1([C:40]([NH2:42])=[O:41])[C:22]2[NH:23][C:24]3[C:29](=[CH:28][CH:27]=[CH:26][CH:25]=3)[C:30]=2[CH:18]=[CH:19][CH:20]=1 |f:1.2|. Procedure details: A solution of 4-(5-(4-fluorobenzoyl)naphthalen-1-yl)-7-(4-methylpiperazine-1-carbonyl)-9H-carbazole-1-carboxamide (Example 3-96, 30 mg, 0.051 mmol) in ethanol (0.5 mL) was treated with a couple granules of sodium borohydride and stirred at rt. After 90 min, the mixture was treated with 2 drops of 1 M hydrochloric acid and purified by preparative HPLC to provide two diastereomers of 4-(5-((4-fluorophenyl)(hydroxy)methyl)naphthalen-1-yl)-7-(4-methyl)piperazine-1-carbonyl)-9H-carbazole-1-carboxamid... Starting materials: CC(C(=O)[O-])C1CCCCC1, C[Si](C)(C)[N-][Si](C)(C)C, CI, [Li+], C1CCOC1, O. The product is COC(=O)C(C)C1CCCCC1. As a reaction SMILES: [CH3:11][CH:12]([C:13](=[O:14])[O-:15])[CH:16]1[CH2:17][CH2:18][CH2:19][CH2:20][CH2:21]1.[CH3:1][Si:2]([CH3:3])([CH3:4])[N-:5][Si:6]([CH3:7])([CH3:8])[CH3:9].[CH3:22][I:23].[Li+:10].[O:24]1[CH2:25][CH2:26][CH2:27][CH2:28]1.[OH2:29]>>[CH3:11][CH:12]([C:13](=[O:14])[O:15][CH3:22])[CH:16]1[CH2:17][CH2:18][CH2:19][CH2:20][CH2:21]1. Yields the product CNC(=O)c1c(-c2ccc(F)cc2)oc2ccc(-c3cc(C(=O)NC4(c5ccnnc5)CC4)c(OC)cc3C)cc12. The reactants are Cl, CNC(=O)c1c(-c2ccc(F)cc2)oc2ccc(-c3cc(C(=O)O)c(OC)cc3C)cc12, CN(C)C=O, O, NC1(c2ccnnc2)CC1. Reaction SMILES: [ClH:43].[F:1][c:2]1[cH:3][cH:4][c:5](-[c:8]2[o:9][c:10]3[c:11]([c:12]2[C:13]([NH:14][CH3:15])=[O:16])[cH:17][c:18](-[c:21]2[c:22]([CH3:32])[cH:23][c:24]([O:30][CH3:31])[c:25]([C:26](=[O:27])[OH:28])[cH:29]2)[cH:19][cH:20]3)[cH:6][cH:7]1.[O:44]=[CH:45][N:46]([CH3:47])[CH3:48].[OH2:49].[n:33]1[n:34][cH:35][c:36]([C:39]2([NH2:42])[CH2:40][CH2:41]2)[cH:37][cH:38]1>>[F:1][c:2]1[cH:3][cH:4][c:5](-[c:8]2[o:9][c:10]3[c:11]([c:12]2[C:13]([NH:14][CH3:15])=[O:16])[cH:17][c:18](-[c:21]2[c:22]([CH3:32])[cH:23][c:24]([O:30][CH3:31])[c:25]([C:26](=[O:28])[NH:42][C:39]4([c:36]5[cH:35][n:34][n:33][cH:38][cH:37]5)[CH2:40][CH2:41]4)[cH:29]2)[cH:19][cH:20]3)[cH:6][cH:7]1. The reactants are Cc1ccc(-n2nc([Si](C)(C)C)cc2NC(=O)OC(C)(C)C)cc1, C1CCOC1, Cl, C1COCCO1. Yields the product Cc1ccc(-n2nc([Si](C)(C)C)cc2N)cc1. As a reaction SMILES: [C:1]([O:2][C:3](=[O:4])[NH:7][c:8]1[n:9](-[c:17]2[cH:18][cH:19][c:20]([CH3:23])[cH:21][cH:22]2)[n:10][c:11]([Si:13]([CH3:14])([CH3:15])[CH3:16])[cH:12]1)([CH3:5])([CH3:6])[CH3:24].[CH2:32]1[O:33][CH2:34][CH2:35][CH2:36]1.[ClH:25].[O:26]1[CH2:27][CH2:28][O:29][CH2:30][CH2:31]1>>[NH2:7][c:8]1[n:9](-[c:17]2[cH:18][cH:19][c:20]([CH3:23])[cH:21][cH:22]2)[n:10][c:11]([Si:13]([CH3:14])([CH3:15])[CH3:16])[cH:12]1. Starting materials: COC(=O)c1cc2ccc(OC)cc2n(CCN2CCC(N(Cc3ccc4c(c3)OCCO4)C(=O)OC(C)(C)C)CC2)c1=O, ClC(Cl)Cl, O=C(O)C(F)(F)F. Yields the product COC(=O)c1cc2ccc(OC)cc2n(CCN2CCC(NCc3ccc4c(c3)OCCO4)CC2)c1=O. Reaction SMILES: [C:1]([O:2][C:3](=[O:4])[N:8]([CH:9]1[CH2:10][CH2:11][N:12]([CH2:15][CH2:16][n:17]2[c:18](=[O:33])[c:19]([C:29](=[O:30])[O:31][CH3:32])[cH:20][c:21]3[cH:22][cH:23][c:24]([O:27][CH3:28])[cH:25][c:26]23)[CH2:13][CH2:14]1)[CH2:34][c:35]1[cH:36][c:37]2[c:38]([cH:43][cH:44]1)[O:39][CH2:40][CH2:41][O:42]2)([CH3:5])([CH3:6])[CH3:7].[CH:52]([Cl:53])([Cl:54])[Cl:55].[OH:45][C:46]([C:47]([F:48])([F:49])[F:50])=[O:51]>>[NH:8]([CH:9]1[CH2:10][CH2:11][N:12]([CH2:15][CH2:16][n:17]2[c:18](=[O:33])[c:19]([C:29](=[O:30])[O:31][CH3:32])[cH:20][c:21]3[cH:22][cH:23][c:24]([O:27][CH3:28])[cH:25][c:26]23)[CH2:13][CH2:14]1)[CH2:34][c:35]1[cH:36][c:37]2[c:38]([cH:43][cH:44]1)[O:39][CH2:40][CH2:41][O:42]2. Starting materials: C(C1=CC=CC=C1)(=O)C1=C(OC2=C1C=CC=C2)C2=CC=C(C=C2)OCC2CO2 (3-Benzoyl-2-[4'-(2,3-epoxypropoxy)phenyl]benzofuran), C(C)(C)N (isopropylamine), stainless steel. Yields the product C(C1=CC=CC=C1)(=O)C1=C(OC2=C1C=CC=C2)C2=CC=C(C=C2)OCC(CNC(C)C)O (3-Benzoyl-2-[4'-(2-hydroxy-3-isopropylaminopropoxy)phenyl]benzofuran). As a reaction SMILES: [C:1]([C:9]1[C:13]2[CH:14]=[CH:15][CH:16]=[CH:17][C:12]=2[O:11][C:10]=1[C:18]1[CH:23]=[CH:22][C:21]([O:24][CH2:25][CH:26]2[O:28][CH2:27]2)=[CH:20][CH:19]=1)(=[O:8])[C:2]1[CH:7]=[CH:6][CH:5]=[CH:4][CH:3]=1.[CH:29]([NH2:32])([CH3:31])[CH3:30]>>[C:1]([C:9]1[C:13]2[CH:14]=[CH:15][CH:16]=[CH:17][C:12]=2[O:11][C:10]=1[C:18]1[CH:19]=[CH:20][C:21]([O:24][CH2:25][CH:26]([OH:28])[CH2:27][NH:32][CH:29]([CH3:31])[CH3:30])=[CH:22][CH:23]=1)(=[O:8])[C:2]1[CH:7]=[CH:6][CH:5]=[CH:4][CH:3]=1. Procedure details: 3-Benzoyl-2-[4'-(2,3-epoxypropoxy)phenyl]benzofuran (1.9 g., 5.2 mmol.) was dissolved in 30 ml. of freshly distilled isopropylamine and the mixture was heated in a stainless steel pressure bomb at 100° for 4.5 hours. The contents of the bomb were concentrated under reduced pressure to give the title compound. The title compound was dissolved in ether and an ethereal solution of hydrochloric acid was added to precipitate the corresponding hydrochloride salt, m.p. 53°-59°. Starting materials: [N+](=O)([O-])C1=CC=C(C=C1)O (4-nitrophenol), Cl (HCl), COCOC (formaldehyde dimethylacetal). Solvent: OS(=O)(=O)O (H2SO4). Conditions: temperature 70 celsius. Yields the product ClCC1=C(C=CC(=C1)[N+](=O)[O-])O (2-chloromethyl-4-nitrophenol). The yield is 76.0%. As a reaction SMILES: [N+:1]([C:4]1[CH:9]=[CH:8][C:7](O)=[CH:6][CH:5]=1)([O-:3])=[O:2].[ClH:11].COC[O:15][CH3:16]>OS(O)(=O)=O>[Cl:11][CH2:7][C:8]1[CH:9]=[C:4]([N+:1]([O-:3])=[O:2])[CH:5]=[CH:6][C:16]=1[OH:15]. Procedure: A 5-necked flask equipped with mechanical overhead stirrer, gas inlet tube, reflux condenser and a thermometer was charged with 4-nitrophenol (100 g, 0.72 mol). Concentrated HCl 932%, 1.3 L), conc. H2SO4 (98%, 10 mL) and formaldehyde dimethylacetal (152.4 g, 2 moles) were added and the mixture was heated to 70° C. Gaseous HCl was bubbled through the mixture for 4 hours. During this time a thick white precipitate formed. The suspension was cooled to 0° C., the precipitate was isolated by vacuum f... The reactants are [Mg] (magnesium), C1=CC=CC=C1 (benzene), [Mg] (magnesium), resultant solution, resultant mixture, S(O)(O)(=O)=O (sulfuric acid), C[Sn](Cl)(Cl)Cl (methyltin trichloride), BrC(CC)CC (3-bromopentane), BrC(CC)CC (3-bromopentane), CCC(CC)[Mg]Br (3-pentyl magnesium bromide). Reagents/catalysts: C(CBr)Br (ethylene dibromide). The solvent is O (water), O1CCCC1 (tetrahydrofuran). Product: C[Sn](C(CC)CC)(C(CC)CC)C(CC)CC (Methyl Tri(3-pentyl)tin). Isolated yield 85.0%. RXN SMILES: [Mg].Br[CH:3]([CH2:6][CH3:7])[CH2:4][CH3:5].[CH3:8][CH2:9][CH:10]([Mg]Br)[CH2:11][CH3:12].[CH3:15][Sn:16](Cl)(Cl)Cl.S(=O)(=O)(O)O.[CH:25]1[CH:30]=[CH:29]C=[CH:27][CH:26]=1>C(Br)CBr.O.O1CCCC1>[CH3:15][Sn:16]([CH:25]([CH2:30][CH3:29])[CH2:26][CH3:27])([CH:10]([CH2:11][CH3:12])[CH2:9][CH3:8])[CH:3]([CH2:6][CH3:7])[CH2:4][CH3:5]. Procedure details: To 16 g. (0.66 g. atom) of magnesium turnings maintained at a temperature of 25° C. under a nitrogen atmosphere was added a 25 cc. portion of a solution containing 99.7 g. (0.66 mole) of 3-bromopentane dissolved in 300 cc. of anhydrous tetrahydrofuran. The reaction was initiated using a few drops of ethylene dibromide. The remaining portion of the 3-bromopentane solution was gradually added during a period of one hour while the reaction mixture was heated to the boiling point. Heating was contin...